describe an organic reaction: reactants, conditions, products, and yield From a dataset of the Open Reaction Database (ORD), a public repository of structured organic reaction records. Reactants: Cl (hydrochloric acid), BrCC1=CC=C(C=C1)CC(=O)O (p-bromomethylphenylacetic acid), [OH-].[Na+] (sodium hydroxide), C(C)(=O)[O-].[Na+] (sodium acetate). The solvent is O (water). Yields the product OCC1=CC=C(C=C1)CC(=O)O (4-Hydroxymethylphenylacetic acid). The yield is 55.1%. RXN SMILES: Br[CH2:2][C:3]1[CH:8]=[CH:7][C:6]([CH2:9][C:10]([OH:12])=[O:11])=[CH:5][CH:4]=1.[OH-].[Na+].C([O-])(=[O:17])C.[Na+].Cl>O>[OH:17][CH2:2][C:3]1[CH:8]=[CH:7][C:6]([CH2:9][C:10]([OH:12])=[O:11])=[CH:5][CH:4]=1 |f:1.2,3.4|. Procedure: A solution of 9.00 g (39.3 mmol) of p-bromomethylphenylacetic acid, 3.14 g (78.6 mmol) of sodium hydroxide and 3.54 g (43.2 mmol) of sodium acetate in 40 ml of water was stirred for 4 hours at 100° C. At the end of this time, it was cooled to room temperature and then acidified with 2N aqueous hydrochloric acid. It was then extracted with ethyl acetate. The extract was washed with a saturated aqueous solution of sodium chloride. The organic phase was dried over anhydrous sodium sulfate, and the ...